From a dataset of the Open Reaction Database (ORD), a public repository of structured organic reaction records. describe an organic reaction: reactants, conditions, products, and yield Reactants: NC1=CC=C(C2=CC=CC=C12)C#N (4-Amino-1-naphthalenecarbonitrile), [OH-].[K+] (KOH), O (water). Product: NC1=CC=C(C2=CC=CC=C12)C(=O)O (4-Amino-1-naphthoic acid). Reaction SMILES: [NH2:1][C:2]1[C:11]2[C:6](=[CH:7][CH:8]=[CH:9][CH:10]=2)[C:5]([C:12]#N)=[CH:4][CH:3]=1.[OH-:14].[K+].[OH2:16]>>[NH2:1][C:2]1[C:11]2[C:6](=[CH:7][CH:8]=[CH:9][CH:10]=2)[C:5]([C:12]([OH:16])=[O:14])=[CH:4][CH:3]=1 |f:1.2|. Procedure details: 4-Amino-1-naphthalenecarbonitrile (1.5 g, 8.91 mmol) was suspended in a 50% KOH solution (18 mL). The heterogeneous solution was heated at reflux for 2-3 days. Once the solution became homogeneous and TLC showed no more starting material, the deep red solution was cooled and poured over 200 mL of water. The resulting solution was then filtered and the desired product was precipitated with concentrated HCl. The resulting red crystals were filtered and the filtrate was refiltered to give pink crys... Reactants: NC1=NC(=C2N=CN(C2=N1)[C@@H]1C[C@@H]([C@H](C1)O)CO)Cl ((+)-(1S, 2R, 4R)-4-(2-Amino-6-chloro-9H-purin-9-yl)-2-(hydroxymethyl)cyclopentanol), N1CCCC1 (pyrrolidine), [OH-].[Na+] (sodium hydroxide). Solvent: C(C)O (ethanol). The product is NC1=NC(=C2N=CN(C2=N1)[C@@H]1C[C@@H]([C@H](C1)O)CO)N1CCCC1 ((+)-(1S, 2R, 4R)-4-[2-Amino-6-(1-pyrrolidinyl)-9H-purin-9-yl]-2-(hydroxymethyl)-1-cyclopentanol). As a reaction SMILES: [NH2:1][C:2]1[N:10]=[C:9]2[C:5]([N:6]=[CH:7][N:8]2[C@H:11]2[CH2:15][C@H:14]([OH:16])[C@@H:13]([CH2:17][OH:18])[CH2:12]2)=[C:4](Cl)[N:3]=1.[NH:20]1[CH2:24][CH2:23][CH2:22][CH2:21]1.[OH-].[Na+]>C(O)C>[NH2:1][C:2]1[N:10]=[C:9]2[C:5]([N:6]=[CH:7][N:8]2[C@H:11]2[CH2:15][C@H:14]([OH:16])[C@@H:13]([CH2:17][OH:18])[CH2:12]2)=[C:4]([N:20]2[CH2:24][CH2:23][CH2:22][CH2:21]2)[N:3]=1 |f:2.3|. Procedure: (+)-(1S, 2R, 4R)-4-(2-Amino-6-chloro-9H-purin-9-yl)-2-(hydroxymethyl)cyclopentanol (426 mg 1.5 mmol), pyrrolidine (99%, Aldrich, 1.26 mL), and ethanol (8 mL) were refluxed for 20 minutes. To the cooled solution was added 1N sodium hydroxide (1.5 mL). Volatiles were evaporated and the residue chromatographed on silica gel. Title compound was eluted with 12% methanol-chloroform as a white solid foam which solidified from 95% ethanol to white powder (324 mg, 64% ); mp 114°-117°; mass spectrum (Cl, ... The reactants are ClC1=NC(=NC(=C1)OC1CCC2(OCCO2)CC1)C(F)(F)F (4-Chloro-6-(1,4-dioxaspiro[4.5]dec-8-yloxy)-2-(trifluoromethyl)pyrimidine), CC#N.O (CH3CN—H2O). Reagents/catalysts: [C-]#N.[Zn+2].[C-]#N (Zinc cyanide), C=1C=CC(=CC1)[P](C=2C=CC=CC2)(C=3C=CC=CC3)[Pd]([P](C=4C=CC=CC4)(C=5C=CC=CC5)C=6C=CC=CC6)([P](C=7C=CC=CC7)(C=8C=CC=CC8)C=9C=CC=CC9)[P](C=1C=CC=CC1)(C=1C=CC=CC1)C=1C=CC=CC1 (tetrakis(triphenylphosphine)palladium(0)). The solvent is CN(C=O)C (N,N-dimethylformamide). Run at temperature 140 celsius. The product is O1CCOC12CCC(CC2)OC2=CC(=NC(=N2)C(F)(F)F)C#N (6-(1,4-dioxaspiro[4.5]dec-8-yloxy)-2-(trifluoromethyl)pyrimidine-4-carbonitrile). RXN SMILES: Cl[C:2]1[CH:7]=[C:6]([O:8][CH:9]2[CH2:18][CH2:17][C:12]3([O:16][CH2:15][CH2:14][O:13]3)[CH2:11][CH2:10]2)[N:5]=[C:4]([C:19]([F:22])([F:21])[F:20])[N:3]=1.C[C:24]#[N:25].O>CN(C)C=O.[C-]#N.[Zn+2].[C-]#N.C1C=CC([P]([Pd]([P](C2C=CC=CC=2)(C2C=CC=CC=2)C2C=CC=CC=2)([P](C2C=CC=CC=2)(C2C=CC=CC=2)C2C=CC=CC=2)[P](C2C=CC=CC=2)(C2C=CC=CC=2)C2C=CC=CC=2)(C2C=CC=CC=2)C2C=CC=CC=2)=CC=1>[O:16]1[C:12]2([CH2:17][CH2:18][CH:9]([O:8][C:6]3[N:5]=[C:4]([C:19]([F:22])([F:21])[F:20])[N:3]=[C:2]([C:24]#[N:25])[CH:7]=3)[CH2:10][CH2:11]2)[O:13][CH2:14][CH2:15]1 |f:1.2,4.5.6,^1:40,42,61,80|. Reported procedure: 4-Chloro-6-(1,4-dioxaspiro[4.5]dec-8-yloxy)-2-(trifluoromethyl)pyrimidine (described in Example 1, Step 1) (27.1 mg, 0.0800 mmol) was stirred in N,N-dimethylformamide (1.3 mL). Zinc cyanide (23 mg, 0.20 mmol) was adde, followed by tetrakis(triphenylphosphine)palladium(0) (11 mg, 0.0096 mmol). The solution was flushed with nitrogen (subsurface). The vial was sealed, and the solution was heated at 140° C. for 10 minutes in a microwave reactor. LCMS showed no remaining starting material and showed ... Starting materials: C1CCNC1, CC1Cc2ccc(-c3ccnc(C(=O)O)c3)cc2CN1c1cc(N2CCN(C)CC2)nc(N)n1. Product: CC1Cc2ccc(-c3ccnc(C(=O)N4CCCC4)c3)cc2CN1c1cc(N2CCN(C)CC2)nc(N)n1. As a reaction SMILES: [CH2:35]1[CH2:36][CH2:37][NH:38][CH2:39]1.[NH2:1][c:2]1[n:3][c:4]([N:28]2[CH2:29][CH2:30][N:31]([CH3:34])[CH2:32][CH2:33]2)[cH:5][c:6]([N:8]2[CH2:9][c:10]3[cH:11][c:12](-[c:19]4[cH:20][c:21]([C:25](=[O:26])[OH:27])[n:22][cH:23][cH:24]4)[cH:13][cH:14][c:15]3[CH2:16][CH:17]2[CH3:18])[n:7]1>>[NH2:1][c:2]1[n:3][c:4]([N:28]2[CH2:29][CH2:30][N:31]([CH3:34])[CH2:32][CH2:33]2)[cH:5][c:6]([N:8]2[CH2:9][c:10]3[cH:11][c:12](-[c:19]4[cH:20][c:21]([C:25](=[O:26])[N:38]5[CH2:37][CH2:36][CH2:35][CH2:39]5)[n:22][cH:23][cH:24]4)[cH:13][cH:14][c:15]3[CH2:16][CH:17]2[CH3:18])[n:7]1. The reactants are OC1=C(C2=CC=CC=C2C=C1)C=O (2-Hydroxy-1-naphthaldehyde), OC=1C(=CC2=CC=CC=C2C1)C(=O)NN (3-hydroxy-2-naphthoic hydrazide). Yields the product OC1=C(C2=CC=CC=C2C=C1)C=NNC(=O)C1=CC2=CC=CC=C2C=C1O (3-hydroxy-2-naphthoic (2-hydroxy-1-naphthylmethylene) hydrazide). Isolated yield 97.0%. As a reaction SMILES: [OH:1][C:2]1[CH:11]=[CH:10][C:9]2[C:4](=[CH:5][CH:6]=[CH:7][CH:8]=2)[C:3]=1[CH:12]=O.[OH:14][C:15]1[C:16]([C:25]([NH:27][NH2:28])=[O:26])=[CH:17][C:18]2[C:23]([CH:24]=1)=[CH:22][CH:21]=[CH:20][CH:19]=2>>[OH:1][C:2]1[CH:11]=[CH:10][C:9]2[C:4](=[CH:5][CH:6]=[CH:7][CH:8]=2)[C:3]=1[CH:12]=[N:28][NH:27][C:25]([C:16]1[C:15]([OH:14])=[CH:24][C:23]2[C:18](=[CH:19][CH:20]=[CH:21][CH:22]=2)[CH:17]=1)=[O:26]. Reported procedure: Following the general procedure of Example 1, condensation of 2-Hydroxy-1-naphthaldehyde and 3-hydroxy-2-naphthoic hydrazide gave a white solid (97%): mp >300° C.; 1H NMR d 12.70 (s, 1 H), 12.25 (br s, 1 H), 11.37 (br s, 1 H); 9.58 (s, 1 H), 8.52 (s, 1 H), 8.33 (d, 1 H, J=8.7 Hz), 7.94 (d, 2 H, J=8.7 Hz), 7.89 (d, 1 H, J=8.1 Hz), 7.78 (d, 1 H, J=8.4 Hz), 7.58 (t, 1 H, J=7.6 Hz), 7.52 (t, 1 H, J=7.5 Hz), 7.41 (m, 2 H), 7.37 (s, 1 H), 7.25 (d, 1 H, J=9.0 Hz); 13C NMR d 163.05, 158.12, 153.88, 147.... Reactants: BrC=1C=CC(=C(CN(CC)C2=CC=C(N=N2)C(=O)OCCCC)C1)O (n-Butyl 6-[N-(5-bromo-2-hydroxybenzyl)-N-ethylamino]pyridazine-3-carboxylate), C([O-])([O-])=O.[K+].[K+] (potassium carbonate), ClC(=C)CCl (2,3-dichloroprop-1-ene). Run in CN(C)C=O (DMF). Product: BrC=1C=CC(=C(CN(CC)C2=CC=C(N=N2)C(=O)OCCCC)C1)OCC(=C)Cl (n-Butyl 6-[N-(5-bromo-2-(2-chloroprop-2-en-1-yloxy)benzyl)-N-ethylamino]-pyridazine-3-carboxylate). Yield: 72.0%. RXN SMILES: [Br:1][C:2]1[CH:3]=[CH:4][C:5]([OH:25])=[C:6]([CH:24]=1)[CH2:7][N:8]([C:11]1[N:16]=[N:15][C:14]([C:17]([O:19][CH2:20][CH2:21][CH2:22][CH3:23])=[O:18])=[CH:13][CH:12]=1)[CH2:9][CH3:10].C(=O)([O-])[O-].[K+].[K+].[Cl:32][C:33]([CH2:35]Cl)=[CH2:34]>CN(C=O)C>[Br:1][C:2]1[CH:3]=[CH:4][C:5]([O:25][CH2:35][C:33]([Cl:32])=[CH2:34])=[C:6]([CH:24]=1)[CH2:7][N:8]([C:11]1[N:16]=[N:15][C:14]([C:17]([O:19][CH2:20][CH2:21][CH2:22][CH3:23])=[O:18])=[CH:13][CH:12]=1)[CH2:9][CH3:10] |f:1.2.3|. Procedure details: n-Butyl 6-[N-(5-bromo-2-hydroxybenzyl)-N-ethylamino]pyridazine-3-carboxylate (reference example 11) (0.28 g, 0.69 mmol) in DMF (4 ml) was treated with potassium carbonate (2.05 mmol) followed by 2,3-dichloroprop-1-ene (168 mg, 140 μl, 1.4 mmol) and the reaction stirred at ambient temperature over the weekend. The reaction mixture was evaporated to dryness, preabsorbed onto silica (1.5 g) and purified by MPLC to give the title compound as a colourless gum (0.24 g, 72%). Reactants: CCCCCCCCc1cnc(-c2ccc(OCC(O)COCC(F)(F)C(F)(F)C(F)(F)COCCCC)cc2)nc1, CCCCOCC(F)(F)C(F)(F)C(F)(F)CO. Yields the product CCCCCCCCc1cnc(-c2ccc(OCC(F)COCC(F)(F)C(F)(F)C(F)(F)COCCCC)cc2)nc1. Reaction SMILES: [CH2:18]([CH2:19][CH2:20][CH2:21][CH2:22][CH2:23][CH2:24][CH3:25])[c:26]1[cH:27][n:28][c:29](-[c:32]2[cH:33][cH:34][c:35]([O:38][CH2:39][CH:40]([CH2:41][O:42][CH2:43][C:44]([C:45]([C:46]([CH2:47][O:48][CH2:49][CH2:50][CH2:51][CH3:52])([F:53])[F:54])([F:55])[F:56])([F:57])[F:58])[OH:59])[cH:36][cH:37]2)[n:30][cH:31]1.[CH2:1]([O:2][CH2:3][C:4]([F:5])([F:6])[C:7]([F:8])([F:9])[C:10]([F:11])([F:12])[CH2:13][OH:14])[CH2:15][CH2:16][CH3:17]>>[F:12][CH:40]([CH2:39][O:38][c:35]1[cH:34][cH:33][c:32](-[c:29]2[n:28][cH:27][c:26]([CH2:18][CH2:19][CH2:20][CH2:21][CH2:22][CH2:23][CH2:24][CH3:25])[cH:31][n:30]2)[cH:37][cH:36]1)[CH2:41][O:42][CH2:43][C:44]([C:45]([C:46]([CH2:47][O:48][CH2:49][CH2:50][CH2:51][CH3:52])([F:53])[F:54])([F:55])[F:56])([F:57])[F:58]. Reactants: CC(C)(C)OC(=O)c1ccccc1-c1ccc(COC2CN(C(=O)OC(C)(C)C)CCC2c2ccc(F)cc2)cc1, COCCO, [Na+], [OH-]. The product is CC(C)(C)OC(=O)N1CCC(c2ccc(F)cc2)C(OCc2ccc(-c3ccccc3C(=O)O)cc2)C1. Reaction SMILES: [C:1]([CH3:2])([CH3:3])([CH3:4])[O:5][C:6](=[O:7])[c:8]1[c:9](-[c:14]2[cH:15][cH:16][c:17]([CH2:20][O:21][CH:22]3[CH2:23][N:24]([C:35](=[O:36])[O:37][C:38]([CH3:39])([CH3:40])[CH3:41])[CH2:25][CH2:26][CH:27]3[c:28]3[cH:29][cH:30][c:31]([F:34])[cH:32][cH:33]3)[cH:18][cH:19]2)[cH:10][cH:11][cH:12][cH:13]1.[CH3:44][O:45][CH2:46][CH2:47][OH:48].[Na+:43].[OH-:42]>>[O:5]=[C:6]([OH:7])[c:8]1[c:9](-[c:14]2[cH:15][cH:16][c:17]([CH2:20][O:21][CH:22]3[CH2:23][N:24]([C:35](=[O:36])[O:37][C:38]([CH3:39])([CH3:40])[CH3:41])[CH2:25][CH2:26][CH:27]3[c:28]3[cH:29][cH:30][c:31]([F:34])[cH:32][cH:33]3)[cH:18][cH:19]2)[cH:10][cH:11][cH:12][cH:13]1.